Dataset: the Open Reaction Database (ORD), a public repository of structured organic reaction records. Task: describe an organic reaction: reactants, conditions, products, and yield Reactants: CC(=O)N1CCNCC1, O=C(O)c1ccc(C(=O)Nc2ccc(Cl)c(-c3ccccn3)c2)c(Cl)c1. Product: CC(=O)N1CCN(C(=O)c2ccc(C(=O)Nc3ccc(Cl)c(-c4ccccn4)c3)c(Cl)c2)CC1. RXN SMILES: [C:27]([CH3:28])(=[O:29])[N:30]1[CH2:31][CH2:32][NH:33][CH2:34][CH2:35]1.[Cl:1][c:2]1[cH:3][c:4]([C:5](=[O:6])[OH:7])[cH:8][cH:9][c:10]1[C:11]([NH:12][c:13]1[cH:14][c:15](-[c:20]2[n:21][cH:22][cH:23][cH:24][cH:25]2)[c:16]([Cl:19])[cH:17][cH:18]1)=[O:26]>>[Cl:1][c:2]1[cH:3][c:4]([C:5](=[O:6])[N:33]2[CH2:32][CH2:31][N:30]([C:27]([CH3:28])=[O:29])[CH2:35][CH2:34]2)[cH:8][cH:9][c:10]1[C:11]([NH:12][c:13]1[cH:14][c:15](-[c:20]2[n:21][cH:22][cH:23][cH:24][cH:25]2)[c:16]([Cl:19])[cH:17][cH:18]1)=[O:26]. Reactants: C1(CCCC1)C(C(=O)OC(C)(C)C)C1=CC=C(C=C1)CN1C(=NC=C1)C1=CC=CC=C1 (tert-Butyl 2- cyclopentyl-2-[4-(2-phenyl- imidazol-1-yl-methyl)phenyl]acetate), Cl (HCl). Run in O1CCOCC1 (dioxane). Yields the product C1(CCCC1)C(C(=O)O)C1=CC=C(C=C1)CN1C(=NC=C1)C1=CC=CC=C1 (2-Cyclopentyl-2- [4-(2-phenyl- imidazol-1-yl-methyl)phenyl]acetic acid). Yield: 103.0%. Reaction SMILES: [CH:1]1([CH:6]([C:14]2[CH:19]=[CH:18][C:17]([CH2:20][N:21]3[CH:25]=[CH:24][N:23]=[C:22]3[C:26]3[CH:31]=[CH:30][CH:29]=[CH:28][CH:27]=3)=[CH:16][CH:15]=2)[C:7]([O:9]C(C)(C)C)=[O:8])[CH2:5][CH2:4][CH2:3][CH2:2]1.Cl>O1CCOCC1>[CH:1]1([CH:6]([C:14]2[CH:19]=[CH:18][C:17]([CH2:20][N:21]3[CH:25]=[CH:24][N:23]=[C:22]3[C:26]3[CH:31]=[CH:30][CH:29]=[CH:28][CH:27]=3)=[CH:16][CH:15]=2)[C:7]([OH:9])=[O:8])[CH2:2][CH2:3][CH2:4][CH2:5]1. Procedure details: 3.0 g (7 mmol) of the compound from Example I are dissolved in 14 ml of dioxane, treated with 2 ml of conc. HCl and the solution is refluxed for 5 h. It is concentrated, the residue is taken up in CH2Cl2 and the solution is washed with water. 2.6 g (96%) of the title compound are obtained as an oil. Reactants: Cl.NO (hydroxylamine hydrochloride), BrC1=CC(=C(C(=C1C=O)F)OC)F (6-Bromo-2,4-difluoro-3-methoxy-benzaldehyde), CC[N+](CC)(CC)S(=O)(=O)N=C([O-])OC (Burgess reagent). Run in CN(C)C=O (DMF). Conditions: temperature 150 celsius. The product is BrC1=CC(=C(C(=C1C#N)F)OC)F (6-Bromo-2,4-difluoro-3-methoxy-benzonitrile). Reaction SMILES: Cl.NO.[Br:4][C:5]1[C:10]([CH:11]=O)=[C:9]([F:13])[C:8]([O:14][CH3:15])=[C:7]([F:16])[CH:6]=1.CC[N+:19](S(N=C(OC)[O-])(=O)=O)(CC)CC>CN(C=O)C>[Br:4][C:5]1[C:10]([C:11]#[N:19])=[C:9]([F:13])[C:8]([O:14][CH3:15])=[C:7]([F:16])[CH:6]=1 |f:0.1|. Procedure details: Add hydroxylamine hydrochloride (608 mg, 8.8 mmol) to a solution of 6-Bromo-2,4-difluoro-3-methoxy-benzaldehyde (2.0 g, 7.96 mmol) in anhydrous DMF (4 ml). Heat the mixture to 150° C. for 2 h. Add water to the cooled mixture and extract the product with EtOAc (×2). Wash the combined organic layers with water (×3), saturated aq. sodium chloride and dry over anhydrous sodium sulfate. Filter and concentrate. Dissolve the concentrate in anhydrous THF and add 3 equivalent of the Burgess reagent ((met... Starting materials: δ, FC1=C(C=C(C=C1)C(F)(F)F)O (2-fluoro-5-(trifluoromethyl)phenol), FC1=C(C=CC=C1)C(CCCCN1CCC(CC1)C=1C=C(C=CC1)NC(C(C)C)=O)O (N-(3-(1-[5-(2-fluorophenyl)-5-hydroxypentyl]-4-piperidinyl}phenyl)-2-methylpropanamide), Cl (HCl). The product is FC1=C(C=CC=C1)C(CCCCN1CCC(CC1)C=1C=C(C=CC1)NC(C(C)C)=O)OC1=C(C=CC(=C1)C(F)(F)F)F (N-[3-(1-{5-(2-FLUOROPHENYL)-5-[2-FLUORO-5-(TRIFLUOROMETHYL)PHENOXY]PENTYL}-4-PIPERIDINYL)PHENYL]-2-METHYLPROPANAMIDE). Reaction SMILES: [F:1][C:2]1[CH:7]=[CH:6][C:5]([C:8]([F:11])([F:10])[F:9])=[CH:4][C:3]=1[OH:12].[F:13][C:14]1[CH:19]=[CH:18][CH:17]=[CH:16][C:15]=1[CH:20](O)[CH2:21][CH2:22][CH2:23][CH2:24][N:25]1[CH2:30][CH2:29][CH:28]([C:31]2[CH:32]=[C:33]([NH:37][C:38](=[O:42])[CH:39]([CH3:41])[CH3:40])[CH:34]=[CH:35][CH:36]=2)[CH2:27][CH2:26]1.Cl>>[F:13][C:14]1[CH:19]=[CH:18][CH:17]=[CH:16][C:15]=1[CH:20]([O:12][C:3]1[CH:4]=[C:5]([C:8]([F:10])([F:11])[F:9])[CH:6]=[CH:7][C:2]=1[F:1])[CH2:21][CH2:22][CH2:23][CH2:24][N:25]1[CH2:30][CH2:29][CH:28]([C:31]2[CH:32]=[C:33]([NH:37][C:38](=[O:42])[CH:39]([CH3:40])[CH3:41])[CH:34]=[CH:35][CH:36]=2)[CH2:27][CH2:26]1. Procedure: Prepared by Procedure A and Scheme AN using 2-fluoro-5-(trifluoromethyl)phenol and N-(3-(1-[5-(2-fluorophenyl)-5-hydroxypentyl]-4-piperidinyl}phenyl)-2-methylpropanamide: 1H NMR (400 MHz, CDCl3), HCl salt δ 7.89 (s, br, 1H), 7.72–6.88 (m, 11H), 5.59–5.48 (m, 1H), 3.70–3.48 (br, 2H), 3.05–2.84 (br, 2H), 2.82–2.58 (m, br, 4H), 2.58–2.40 (m, br, 2H), 2.22–1.82 (m, br, 6H), 1.71–1.42 (m, br, 2H), 1.25 (d, 6H, J=6.4 Hz); ESMS m/e: 589.3 (M+H)+. Starting materials: FC1=CC=C(C=C1)[C@]1(CCN(C(O1)=O)[C@@H](C)C1=CC=C(C=C1)B1OC(C(O1)(C)C)(C)C)CCCO ((R)-6-(4-fluorophenyl)-6-(3-hydroxypropyl)-3-((S)-1-(4-(4,4,5,5-tetramethyl-1,3,2-dioxaborolan-2-yl)phenyl)ethyl)-1,3-oxazinan-2-one), ClC1=NC=NC(=C1)Cl (4,6-dichloropyrimidine), C(=O)([O-])[O-].[Cs+].[Cs+] (Cs2CO3). The reagents and catalysts are C1=CC=C(C=C1)P([C-]2C=CC=C2)C3=CC=CC=C3.C1=CC=C(C=C1)P([C-]2C=CC=C2)C3=CC=CC=C3.Cl[Pd]Cl.[Fe+2] (Pd(dppf)Cl2). The solvent is C1CCOC1 (THF). Product: ClC1=CC(=NC=N1)C1=CC=C(C=C1)[C@H](C)N1C(O[C@@](CC1)(CCCO)C1=CC=C(C=C1)F)=O ((R)-3-((S)-1-(4-(6-chloropyrimidin-4-yl)phenyl)ethyl)-6-(4-fluorophenyl)-6-(3-hydroxypropyl)-1,3-oxazinan-2-one). Yield: 68.6%. Reaction SMILES: [F:1][C:2]1[CH:7]=[CH:6][C:5]([C@:8]2([CH2:32][CH2:33][CH2:34][OH:35])[O:13][C:12](=[O:14])[N:11]([C@H:15]([C:17]3[CH:22]=[CH:21][C:20](B4OC(C)(C)C(C)(C)O4)=[CH:19][CH:18]=3)[CH3:16])[CH2:10][CH2:9]2)=[CH:4][CH:3]=1.[Cl:36][C:37]1[CH:42]=[C:41](Cl)[N:40]=[CH:39][N:38]=1.C([O-])([O-])=O.[Cs+].[Cs+]>C1COCC1.C1C=CC(P(C2C=CC=CC=2)[C-]2C=CC=C2)=CC=1.C1C=CC(P(C2C=CC=CC=2)[C-]2C=CC=C2)=CC=1.Cl[Pd]Cl.[Fe+2]>[Cl:36][C:37]1[N:38]=[CH:39][N:40]=[C:41]([C:20]2[CH:21]=[CH:22][C:17]([C@@H:15]([N:11]3[CH2:10][CH2:9][C@@:8]([C:5]4[CH:6]=[CH:7][C:2]([F:1])=[CH:3][CH:4]=4)([CH2:32][CH2:33][CH2:34][OH:35])[O:13][C:12]3=[O:14])[CH3:16])=[CH:18][CH:19]=2)[CH:42]=1 |f:2.3.4,6.7.8.9|. Reported procedure: To a mixture of ((R)-6-(4-fluorophenyl)-6-(3-hydroxypropyl)-3-((S)-1-(4-(4,4,5,5-tetramethyl-1,3,2-dioxaborolan-2-yl)phenyl)ethyl)-1,3-oxazinan-2-one (30 mg, 0.062 mmol), 4,6-dichloropyrimidine (12 mg, 0.081 mmol), and 2 M aqueous Cs2CO3 (1.0 mL) in dry THF (2 mL) was added Pd(dppf)Cl2 (6 mg, 0.00621 mmol) under N2 atmosphere. The mixture was heated to reflux for 2 hours. Then the solvent was evaporated, and the residue was purified by preparative TLC to afford (R)-3-((S)-1-(4-(6-chloropyrimidin... Starting materials: COc1ccc(P2(=S)SP(=S)(c3ccc(OC)cc3)S2)cc1, CC1(c2cccc(-c3nc4ccc(Cl)cc4[nH]3)c2)COCC(=O)N1. The product is CC1(c2cccc(-c3nc4ccc(Cl)cc4[nH]3)c2)COCC(=S)N1. RXN SMILES: [CH3:25][O:26][c:27]1[cH:28][cH:29][c:30]([P:31]2(=[S:34])[S:32][P:33]([c:35]3[cH:36][cH:37][c:38]([O:39][CH3:40])[cH:41][cH:42]3)(=[S:43])[S:44]2)[cH:45][cH:46]1.[Cl:1][c:2]1[cH:3][cH:4][c:5]2[c:6]([nH:7][c:8](-[c:10]3[cH:11][c:12]([C:16]4([CH3:23])[NH:17][C:18](=[O:22])[CH2:19][O:20][CH2:21]4)[cH:13][cH:14][cH:15]3)[n:9]2)[cH:24]1>>[Cl:1][c:2]1[cH:3][cH:4][c:5]2[c:6]([nH:7][c:8](-[c:10]3[cH:11][c:12]([C:16]4([CH3:23])[NH:17][C:18](=[S:34])[CH2:19][O:20][CH2:21]4)[cH:13][cH:14][cH:15]3)[n:9]2)[cH:24]1. Reactants: O=[N+]([O-])c1ccc(CBr)c(CBr)c1, O=C([O-])[O-], C[Si](C)(C)CCOCN1C(=O)Cc2cccnc21, CC(=O)O, [Cs+], [Cs+], CN(C)C=O. As a reaction SMILES: [Br:1][CH2:2][c:3]1[c:4]([CH2:12][Br:13])[cH:5][c:6]([N+:9](=[O:10])[O-:11])[cH:7][cH:8]1.[C:32](=[O:33])([O-:34])[O-:35].[CH3:14][Si:15]([CH2:16][CH2:17][O:18][CH2:19][N:20]1[C:21](=[O:29])[CH2:22][c:23]2[c:24]1[n:25][cH:26][cH:27][cH:28]2)([CH3:30])[CH3:31].[CH3:38][C:39](=[O:40])[OH:41].[Cs+:36].[Cs+:37].[O:42]=[CH:43][N:44]([CH3:45])[CH3:46]>>[CH2:2]1[c:3]2[c:4]([cH:5][c:6]([N+:9](=[O:10])[O-:11])[cH:7][cH:8]2)[CH2:12][C:22]12[C:21](=[O:29])[N:20]([CH2:19][O:18][CH2:17][CH2:16][Si:15]([CH3:14])([CH3:30])[CH3:31])[c:24]1[c:23]2[cH:28][cH:27][cH:26][n:25]1. Product: C[Si](C)(C)CCOCN1C(=O)C2(Cc3ccc([N+](=O)[O-])cc3C2)c2cccnc21. Starting materials: BrCC(=O)C=1C=C(C=CC1)C1=NC2=C(NC(C1)=O)C=C(C(=C2)N(C)C)Cl (4-(3-bromoacetyl-phenyl)-8-chloro-7-dimethylamino-1,3-dihydro-benzo[b][1,4]diazepin-2-one), N1=CC=C(C=C1)NC(=S)N (1-(4-pyridyl)-2-thiourea). The solvent is C1CCOC1 (THF), CCOC(=O)C (AcOEt). Run at temperature 60 celsius. Yields the product ClC=1C(=CC2=C(NC(CC(=N2)C2=CC(=CC=C2)C=2N=C(SC2)NC2=CC=NC=C2)=O)C1)N(C)C (8-Chloro-7-dimethylamino-4-{3-[2-(pyridin-4-ylamino)-thiazol-4-yl]-phenyl}-1,3-dihydro-benzo[b][1,4]diazepin-2-one). Yield: 37.6%. As a reaction SMILES: Br[CH2:2][C:3]([C:5]1[CH:6]=[C:7]([C:11]2[CH2:17][C:16](=[O:18])[NH:15][C:14]3[CH:19]=[C:20]([Cl:26])[C:21]([N:23]([CH3:25])[CH3:24])=[CH:22][C:13]=3[N:12]=2)[CH:8]=[CH:9][CH:10]=1)=O.[N:27]1[CH:32]=[CH:31][C:30]([NH:33][C:34]([NH2:36])=[S:35])=[CH:29][CH:28]=1>C1COCC1.CCOC(C)=O>[Cl:26][C:20]1[C:21]([N:23]([CH3:25])[CH3:24])=[CH:22][C:13]2[N:12]=[C:11]([C:7]3[CH:8]=[CH:9][CH:10]=[C:5]([C:3]4[N:36]=[C:34]([NH:33][C:30]5[CH:31]=[CH:32][N:27]=[CH:28][CH:29]=5)[S:35][CH:2]=4)[CH:6]=3)[CH2:17][C:16](=[O:18])[NH:15][C:14]=2[CH:19]=1. Procedure details: A mixture of 4-(3-bromoacetyl-phenyl)-8-chloro-7-dimethylamino-1,3-dihydro-benzo[b][1,4]diazepin-2-one (130 mg) (Example 193a) and 1-(4-pyridyl)-2-thiourea (46 mg) in THF (3 mL) was heated at 60° C. for 45 min. The mixture was diluted with AcOEt and washed with sat. NaHCO3 solution and with brine. The organic layer was dried and evaporated and the residue was triturated with Et2O to give the title compound (55 mg) as yellow solid. Reactants: O=C1N(CCCN2N=C3C=CC=CC3=C21)CC2CCN(CC2)C(=O)OC(C)(C)C (tert-butyl 4-[(1-oxo-4,5-dihydro-1H-[1,4]diazepino[1,2-b]indazol-2(3H)-yl)methyl]piperidine-1-carboxylate), C1(=CC=CC=C1)CC(=O)Cl (benzeneacetyl chloride). Product: C1(=CC=CC=C1)CC(=O)N1CCC(CC1)CN1C(C=2N(N=C3C=CC=CC23)CCC1)=O (2-{[1-(phenylacetyl)piperidin-4-yl]methyl}-2,3,4,5-tetrahydro-1H-[1,4]diazepino[1,2-b]indazol-1-one). As a reaction SMILES: [O:1]=[C:2]1[C:15]2[N:7]([N:8]=[C:9]3[C:14]=2[CH:13]=[CH:12][CH:11]=[CH:10]3)[CH2:6][CH2:5][CH2:4][N:3]1[CH2:16][CH:17]1[CH2:22][CH2:21][N:20]([C:23]([O:25]C(C)(C)C)=O)[CH2:19][CH2:18]1.[C:30]1([CH2:36]C(Cl)=O)[CH:35]=[CH:34][CH:33]=[CH:32][CH:31]=1>>[C:30]1([CH2:36][C:23]([N:20]2[CH2:19][CH2:18][CH:17]([CH2:16][N:3]3[CH2:4][CH2:5][CH2:6][N:7]4[N:8]=[C:9]5[C:14]([CH:13]=[CH:12][CH:11]=[CH:10]5)=[C:15]4[C:2]3=[O:1])[CH2:22][CH2:21]2)=[O:25])[CH:35]=[CH:34][CH:33]=[CH:32][CH:31]=1. Procedure details: The product was prepared using the method described in example 2e), using tert-butyl 4-[(1-oxo-4,5-dihydro-1H-[1,4]diazepino[1,2-b]indazol-2(3H)-yl)methyl]piperidine-1-carboxylate (example 16a) and benzeneacetyl chloride as reagents. The product was purified by flash chromatography on silica gel, using the mixture chlorofom:methanol in a ratio of 9:1 as eluent. Thus, 141 mg of 2-{[1-(phenylacetyl)piperidin-4-yl]methyl}-2,3,4,5-tetrahydro-1H-[1,4]diazepino[1,2-b]indazol-1-one were obtained. Yields the product CC(c1cccnc1)N1CCC(c2cnn(C)c2)C1. Run in CN(C)C=O (DMF), CN(C)C=O (dmf), CN(C)C=O (DMF). Starting materials: CC(Cl)c1cccnc1, Cn1cc(C2CCNC2)cn1. Reagents/catalysts: O=C([O-])[O-].[Cs+].[Cs+] (cesium carbonate), [I-].[K+] (potassium iodide). Conditions: temperature 70 celsius, time 16 hour.